Dataset: the Open Reaction Database (ORD), a public repository of structured organic reaction records. Task: describe an organic reaction: reactants, conditions, products, and yield The reactants are CC(COC1=CC(=CC(=C1)C)C)O (1-methyl-2-(3,5-dimethylphenoxy)ethanol), resultant mixture. Reagents/catalysts: [Cr].[Cu] (copper-chromium). Solvent: C1CCCC2=CC=CC=C12 (tetralin). Product: CC=1C=C(OCC(C)=O)C=C(C1)C (1-(3,5-dimethylphenoxy)-2-propanone). Yield: 68.3%. Reaction SMILES: [CH3:1][CH:2]([OH:13])[CH2:3][O:4][C:5]1[CH:10]=[C:9]([CH3:11])[CH:8]=[C:7]([CH3:12])[CH:6]=1>C1C2C(=CC=CC=2)CCC1.[Cr].[Cu]>[CH3:12][C:7]1[CH:6]=[C:5]([CH:10]=[C:9]([CH3:11])[CH:8]=1)[O:4][CH2:3][C:2](=[O:13])[CH3:1] |f:2.3|. Procedure: 5.0 Grams (28 mmol) of 1-methyl-2-(3,5-dimethylphenoxy)ethanol was dissolved in 10 ml of tetralin, and 0.5 g of a copper-chromium catalyst (203 SD, supplied by Nikki Chemical Co., Ltd.) was added. The resultant mixture was stirred under a nitrogen current (0.1 liter/minute) at 210° C. for 8 hours. The catalyst was removed by filtration, and the filtrate was distilled under reduced pressure to give 3.41 g of 1-(3,5-dimethylphenoxy)-2-propanone (boiling point: 88° C./0.35 mmHg, yield 69%). The reactants are C(C)NCC (Diethylamine), C(C)OC(C(C(=O)O)C(C1=CC=CC=C1)C=1C=NC(=CC1)NC(=O)OC(C)(C)C)=O (2-[(6-tert-butoxycarbonylamino-pyridin-3-yl)-phenyl-methyl]-malonic acid monoethyl ester), aq. solution, C=O (formaldehyde). The solvent is C(Cl)Cl (methylene chloride), C(C)(=O)OCC (ethyl acetate). Run at time 8 hour. Yields the product C(C)OC(C(=C)C(C1=CC=CC=C1)C=1C=NC(=CC1)NC(=O)OC(C)(C)C)=O (2-[(6-tert-butoxycarbonylamino-pyridin-3-yl)-phenyl-methyl]-acrylic acid ethyl ester). The yield is 23.0%. Reaction SMILES: C(NCC)C.[CH2:6]([O:8][C:9](=[O:35])[CH:10]([CH:14]([C:21]1[CH:22]=[N:23][C:24]([NH:27][C:28]([O:30][C:31]([CH3:34])([CH3:33])[CH3:32])=[O:29])=[CH:25][CH:26]=1)[C:15]1[CH:20]=[CH:19][CH:18]=[CH:17][CH:16]=1)[C:11](O)=O)[CH3:7].C=O>C(Cl)Cl.C(OCC)(=O)C>[CH2:6]([O:8][C:9](=[O:35])[C:10]([CH:14]([C:21]1[CH:22]=[N:23][C:24]([NH:27][C:28]([O:30][C:31]([CH3:34])([CH3:33])[CH3:32])=[O:29])=[CH:25][CH:26]=1)[C:15]1[CH:16]=[CH:17][CH:18]=[CH:19][CH:20]=1)=[CH2:11])[CH3:7]. Procedure details: Diethylamine (0.52 mL, 5.04 mmol) was added to a mixture of 2-[(6-tert-butoxycarbonylamino-pyridin-3-yl)-phenyl-methyl]-malonic acid monoethyl ester (1.7 g, 4.1 mmol) and 37% aq. solution of formaldehyde (0.42 mL, 5.6 mmol) in methylene chloride (6.5 mL) at 0° C. The mixture was stirred overnight at room temperature and then diluted with ethyl acetate. The organic layer was washed with aqueous saturated sodium bicarbonate and is brine and dried. After filtration and evaporation in vacuo the crud...